From a dataset of the Open Reaction Database (ORD), a public repository of structured organic reaction records. describe an organic reaction: reactants, conditions, products, and yield Reaction SMILES: [Cl:1][c:2]1[n:3][c:4]([NH:14][c:15]2[n:16][nH:17][c:18]([CH3:20])[cH:19]2)[cH:5][c:6]2[cH:7][c:8]([O:12][CH3:13])[cH:9][cH:10][c:11]12.[F:21][c:22]1[cH:23][c:24]([B:29]([OH:30])[OH:31])[cH:25][cH:26][c:27]1[F:28]>>[c:2]1(-[c:24]2[cH:23][c:22]([F:21])[c:27]([F:28])[cH:26][cH:25]2)[n:3][c:4]([NH:14][c:15]2[n:16][nH:17][c:18]([CH3:20])[cH:19]2)[cH:5][c:6]2[cH:7][c:8]([O:12][CH3:13])[cH:9][cH:10][c:11]12. The product is COc1ccc2c(-c3ccc(F)c(F)c3)nc(Nc3cc(C)[nH]n3)cc2c1. Starting materials: COc1ccc2c(Cl)nc(Nc3cc(C)[nH]n3)cc2c1, OB(O)c1ccc(F)c(F)c1. Starting materials: BrC1=C(C=C(C=C1)Br)[N+](=O)[O-] (2,5-dibromo-nitrobenzene), CN (methylamine). Run in C(C)O (ethanol). Reaction SMILES: Br[C:2]1[CH:7]=[CH:6][C:5]([Br:8])=[CH:4][C:3]=1[N+:9]([O-:11])=[O:10].[CH3:12][NH2:13]>C(O)C>[Br:8][C:5]1[CH:6]=[CH:7][C:2]([NH:13][CH3:12])=[C:3]([N+:9]([O-:11])=[O:10])[CH:4]=1. Reported procedure: Prepared analogously to Example 7a from 2,5-dibromo-nitrobenzene and methylamine solution in ethanol. Product: BrC=1C=CC(=C(C1)[N+](=O)[O-])NC (5-bromo-2-methylamino-nitrobenzene). Starting materials: [K] (potassium), CN(C1=C(C(C2=CC=C(C=C2)N(CC)CC)C2=C(C(=O)O)C=C(C=C2)N(C)C)C=CC(=C1)N(C)C)C (2-[2,4-bis(dimethylamino)-4'-diethylaminobenzhydryl]-5-dimethylaminobenzoic acid). Yields the product CN(C1=C(C=CC(=C1)N(C)C)C1(OC(=O)C2=CC(=CC=C12)N(C)C)C1=CC=C(C=C1)N(CC)CC)C (3-[2,4-bis(dimethylamino)phenyl]-3-(4-diethylaminophenyl)-6-dimethylaminophthalide). Reaction SMILES: [K].[CH3:2][N:3]([CH3:37])[C:4]1[CH:33]=[C:32]([N:34]([CH3:36])[CH3:35])[CH:31]=[CH:30][C:5]=1[CH:6]([C:18]1[CH:26]=[CH:25][C:24]([N:27]([CH3:29])[CH3:28])=[CH:23][C:19]=1[C:20]([OH:22])=[O:21])[C:7]1[CH:12]=[CH:11][C:10]([N:13]([CH2:16][CH3:17])[CH2:14][CH3:15])=[CH:9][CH:8]=1>>[CH3:37][N:3]([CH3:2])[C:4]1[CH:33]=[C:32]([N:34]([CH3:35])[CH3:36])[CH:31]=[CH:30][C:5]=1[C:6]1([C:7]2[CH:8]=[CH:9][C:10]([N:13]([CH2:16][CH3:17])[CH2:14][CH3:15])=[CH:11][CH:12]=2)[C:18]2[C:19](=[CH:23][C:24]([N:27]([CH3:28])[CH3:29])=[CH:25][CH:26]=2)[C:20](=[O:22])[O:21]1 |^1:0|. Reported procedure: Employing a procedure similar to that described in Example 1, part C above, the potassium salt of 2-[2,4-bis(dimethylamino)-4'-diethylaminobenzhydryl]-5-dimethylaminobenzoic acid from A was oxidized to obtain 11.4 g of 3-[2,4-bis(dimethylamino)phenyl]-3-(4-diethylaminophenyl)-6-dimethylaminophthalide (Formula I: R=CH3 ; X=H; Y=4-(C2H5)2NC6H4 ; Z=2,4-[(CH3)2N]2C6H3) as a tan solid melting at 123°-125° C. Starting materials: C1CCOC1, COC(=O)C=Cc1ccc(-c2nc3ccc(C4(c5ccccc5)CC4)nc3s2)c(F)c1, [H][H]. The product is COC(=O)CCc1ccc(-c2nc3ccc(C4(c5ccccc5)CC4)nc3s2)c(F)c1. RXN SMILES: [CH2:34]1[O:35][CH2:36][CH2:37][CH2:38]1.[F:1][c:2]1[cH:3][c:4]([CH:26]=[CH:27][C:28](=[O:29])[O:30][CH3:31])[cH:5][cH:6][c:7]1-[c:8]1[s:9][c:10]2[n:11][c:12]([C:17]3([c:20]4[cH:21][cH:22][cH:23][cH:24][cH:25]4)[CH2:18][CH2:19]3)[cH:13][cH:14][c:15]2[n:16]1.[H:32][H:33]>>[F:1][c:2]1[cH:3][c:4]([CH2:26][CH2:27][C:28](=[O:29])[O:30][CH3:31])[cH:5][cH:6][c:7]1-[c:8]1[s:9][c:10]2[n:11][c:12]([C:17]3([c:20]4[cH:21][cH:22][cH:23][cH:24][cH:25]4)[CH2:18][CH2:19]3)[cH:13][cH:14][c:15]2[n:16]1. The reactants are N=1N(N=C2C1C=CC=C2)C2=C(C(=CC(=C2)C)CCl)O (2-(2H-Benzotriazol-2-yl)-6-chloromethyl-4-methyl-phenol), CC(CCO)CC(C)(C)C (3,5,5-Trimethyl-hexan-1-ol), [H-].[Na+] (sodium hydride). The solvent is O1CCOCC1 (dioxane). Conditions: temperature 80 celsius, time 1 hour. Product: N=1N(N=C2C1C=CC=C2)C2=C(C(=CC(=C2)C)COCCC(CC(C)(C)C)C)O (2-(2H-Benzotriazol-2-yl)-4-methyl-6-(3,5,5-trimethylhexyloxymethyl)-phenol). Isolated yield 49.1%. As a reaction SMILES: [N:1]1[N:2]([C:10]2[CH:15]=[C:14]([CH3:16])[CH:13]=[C:12]([CH2:17]Cl)[C:11]=2[OH:19])[N:3]=[C:4]2[CH:9]=[CH:8][CH:7]=[CH:6][C:5]=12.[CH3:20][CH:21]([CH2:25][C:26]([CH3:29])([CH3:28])[CH3:27])[CH2:22][CH2:23][OH:24].[H-].[Na+]>O1CCOCC1>[N:1]1[N:2]([C:10]2[CH:15]=[C:14]([CH3:16])[CH:13]=[C:12]([CH2:17][O:24][CH2:23][CH2:22][CH:21]([CH3:20])[CH2:25][C:26]([CH3:29])([CH3:28])[CH3:27])[C:11]=2[OH:19])[N:3]=[C:4]2[CH:9]=[CH:8][CH:7]=[CH:6][C:5]=12 |f:2.3|. Procedure: 2-(2H-Benzotriazol-2-yl)-6-chloromethyl-4-methyl-phenol (7.0 g, 25.6 mmol) is partly solved in dioxane (190 mL) at 80° C. 3,5,5-Trimethyl-hexan-1-ol (124.1 g, 731 mmol) and sodium hydride (1.7 g, 42 mmol, 60% in mineral oil) are added subsequently. The orange reaction mixture is stirred at 80° C. for one hour and evaporated to dryness. The residue is dissolved in ethyl acetate and extracted with water. The organic layer is dried over sodium sulphate, filtered and evaporated to dryness. The crude... Starting materials: II (iodine), S(=S)(=O)([O-])[O-].[Na+].[Na+] (sodium thiosulfate), FC=1C=CC(=NC1)NC(C(C)(C)C)=O (N-(5-fluoro-pyridin-2-yl)-2,2-dimethyl-propionamide), solution, [Li]CCCC (BuLi). Run in O1CCCC1 (tetrahydrofuran), O (water), C(C)(C)(C)OC (tert-butylmethylether), C1CCCCC1 (cyclohexane). Reaction conditions: temperature -78 celsius, time 30 minute. The product is FC=1C=C(C(=NC1)NC(C(C)(C)C)=O)I (N-(5-Fluoro-3-iodo-pyridin-2-yl)-2,2-dimethyl-propionamide). Reaction SMILES: [F:1][C:2]1[CH:3]=[CH:4][C:5]([NH:8][C:9](=[O:14])[C:10]([CH3:13])([CH3:12])[CH3:11])=[N:6][CH:7]=1.[Li]CCCC.[I:20]I.S([O-])([O-])(=O)=S.[Na+].[Na+]>C(OC)(C)(C)C.C1CCCCC1.O1CCCC1.O>[F:1][C:2]1[CH:3]=[C:4]([I:20])[C:5]([NH:8][C:9](=[O:14])[C:10]([CH3:11])([CH3:13])[CH3:12])=[N:6][CH:7]=1 |f:3.4.5|. Reported procedure: To a solution of 33 g of freshly distilled N-(5-fluoro-pyridin-2-yl)-2,2-dimethyl-propionamide (0.168 mol) in 500 mL tert-butylmethylether at −78° C. was added dropwise 323 mL of a ca. 1.3 M solution of sec BuLi (0.42 mol) in cyclohexane at a rate that the temperature did not exceed −60° C. (liquid nitrogen cooling; ca 5 min). The mixture was stirred at −78° C. for 30 min. To the resulting light yellow suspension was added dropwise a solution of 107 g iodine (0.420 mol) in 150 mL tetrahydrofuran...